Task: describe an organic reaction: reactants, conditions, products, and yield. Dataset: the Open Reaction Database (ORD), a public repository of structured organic reaction records The reactants are ClCC1=NN(C=C1)C1=C(C(=O)OCC)C=CC=N1 (ethyl 2-(3-(chloromethyl)-1H-pyrazol-1-yl)nicotinate), FC1(CCNCC1)F (4,4-difluoropiperidine), C(=O)([O-])[O-].[K+].[K+] (K2CO3). Run in C(C)#N (acetonitrile). Yields the product FC1(CCN(CC1)CC1=NN(C=C1)C1=C(C(=O)OCC)C=CC=N1)F (Ethyl 2-(3-((4,4-difluoropiperidin-1-yl)methyl)-1H-pyrazol-1-yl)nicotinate). Yield: 94.0%. As a reaction SMILES: Cl[CH2:2][C:3]1[CH:7]=[CH:6][N:5]([C:8]2[N:18]=[CH:17][CH:16]=[CH:15][C:9]=2[C:10]([O:12][CH2:13][CH3:14])=[O:11])[N:4]=1.[F:19][C:20]1([F:26])[CH2:25][CH2:24][NH:23][CH2:22][CH2:21]1.C([O-])([O-])=O.[K+].[K+]>C(#N)C>[F:19][C:20]1([F:26])[CH2:25][CH2:24][N:23]([CH2:2][C:3]2[CH:7]=[CH:6][N:5]([C:8]3[N:18]=[CH:17][CH:16]=[CH:15][C:9]=3[C:10]([O:12][CH2:13][CH3:14])=[O:11])[N:4]=2)[CH2:22][CH2:21]1 |f:2.3.4|. Procedure details: The mixture of ethyl 2-(3-(chloromethyl)-1H-pyrazol-1-yl)nicotinate (500 mg, 1.882 mmol), 4,4-difluoropiperidine (328 mg, 2.7 mmol), and K2CO3 were stirred at room temperature in acetonitrile (25 mL) until completion of the reaction. The mixture was concentrated, pardoned between water and dichlormethane (60 mL), the organic layer separated, washed twice with water, dried (MgSO4), filtered and dried to give a brown oil, which then was purified by chromatography over silica gel (CH2Cl2+methanol) ... Starting materials: ice, O (water), C(C1=CC=CC=C1)OC=1C=CC(=C(C(CBr)=O)C1)OC (5-benzyloxy-2-methoxyphenacyl bromide), OC=1C=NC=CC1 (3-hydroxypyridine), [H-].[Na+] (NaH). The solvent is CN(C=O)C (dimethylformamide). Reaction conditions: time 18 hour. Product: N1=CC(=CC=C1)OCC(=O)C1=C(C=CC(=C1)OCC1=CC=CC=C1)OC (5-Benzyloxy-2-methoxyphenacyl 3-Pyridyl Ether). Yield: 25.7%. As a reaction SMILES: [CH2:1]([O:8][C:9]1[CH:10]=[CH:11][C:12]([O:19][CH3:20])=[C:13]([CH:18]=1)[C:14](=[O:17])[CH2:15]Br)[C:2]1[CH:7]=[CH:6][CH:5]=[CH:4][CH:3]=1.[OH:21][C:22]1[CH:23]=[N:24][CH:25]=[CH:26][CH:27]=1.[H-].[Na+].O>CN(C)C=O>[N:24]1[CH:25]=[CH:26][CH:27]=[C:22]([O:21][CH2:15][C:14]([C:13]2[CH:18]=[C:9]([O:8][CH2:1][C:2]3[CH:7]=[CH:6][CH:5]=[CH:4][CH:3]=3)[CH:10]=[CH:11][C:12]=2[O:19][CH3:20])=[O:17])[CH:23]=1 |f:2.3|. Reported procedure: To 5-benzyloxy-2-methoxyphenacyl bromide (4.0 g, 0.0119 mol) in 80 ml of dry dimethylformamide was added 3-hydroxypyridine (1.24 g, 0.013 mol, 1.1 equiv) followed by NaH (50% in oil, 0.604 g, 1.1 equiv). After stirring for 18 hours under N2, the mixture was poured into 500 ml of ice and water, and extracted 2×500 ml ethyl acetate. The organic layers were combined, washed 2×500 ml H2O and 1×300 ml brine, dried (Na2SO4), stripped to an oil, and chromatographed on silica gel using 1:1 hexane:ethyl ...